Dataset: the Open Reaction Database (ORD), a public repository of structured organic reaction records. Task: describe an organic reaction: reactants, conditions, products, and yield Reactants: BrCCCCCS(=O)(=O)N1CCC(=CC1)C1=CC2=C(N=C(S2)OC2CCN(CC2)C2=NC=C(C=N2)CCC)C=C1 (6-(1-(5-bromopentylsulfonyl)-1,2,3,6-tetrahydropyridin-4-yl)-2-(1-(5-propylpyrimidin-2-yl)piperidin-4-yloxy)benzo[d]thiazole), CCOCC (Et2O). Run in CCO (EtOH), CCN(CC)CC (Et3N). Reaction conditions: temperature 120 celsius. Product: [Br-].C(C)[N+](CCCCCS(=O)(=O)N1CC=C(CC1)C1=CC2=C(N=C(S2)OC2CCN(CC2)C2=NC=C(C=N2)CCC)C=C1)(CC)CC (N,N,N-triethyl-5-(4-(2-(1-(5-propylpyrimidin-2-yl)piperidin-4-yloxy)benzo[d]thiazol-6-yl)-5,6-dihydropyridin-1(2H)-ylsulfonyl)pentan-1-aminium bromide). Yield: 51.0%. RXN SMILES: [Br:1][CH2:2][CH2:3][CH2:4][CH2:5][CH2:6][S:7]([N:10]1[CH2:15][CH:14]=[C:13]([C:16]2[CH:40]=[CH:39][C:19]3[N:20]=[C:21]([O:23][CH:24]4[CH2:29][CH2:28][N:27]([C:30]5[N:35]=[CH:34][C:33]([CH2:36][CH2:37][CH3:38])=[CH:32][N:31]=5)[CH2:26][CH2:25]4)[S:22][C:18]=3[CH:17]=2)[CH2:12][CH2:11]1)(=[O:9])=[O:8].CCO[CH2:44][CH3:45]>CCO.CCN(CC)CC>[Br-:1].[CH2:11]([N+:10]([CH2:44][CH3:45])([CH2:15][CH3:14])[CH2:2][CH2:3][CH2:4][CH2:5][CH2:6][S:7]([N:10]1[CH2:11][CH2:12][C:13]([C:16]2[CH:40]=[CH:39][C:19]3[N:20]=[C:21]([O:23][CH:24]4[CH2:29][CH2:28][N:27]([C:30]5[N:35]=[CH:34][C:33]([CH2:36][CH2:37][CH3:38])=[CH:32][N:31]=5)[CH2:26][CH2:25]4)[S:22][C:18]=3[CH:17]=2)=[CH:14][CH2:15]1)(=[O:9])=[O:8])[CH3:12] |f:4.5|. Procedure: A suspension of 6-(1-(5-bromopentylsulfonyl)-1,2,3,6-tetrahydropyridin-4-yl)-2-(1-(5-propylpyrimidin-2-yl)piperidin-4-yloxy)benzo[d]thiazole (Example 30C, 22.8 mg, 0.035 mmol) in EtOH (1.5 mL) and Et3N (0.75 mL) was heated in microwave at 120° C. for 40 min. It was cooled to rt, Et2O (2 mL) was added. The solid was collected via filtering. The solid was dissolved in hot EtOH (0.5 mL), the vial was sealed and slowly cooled to rt. The precipitate was collected via filtering to afford the desired p... Conditions: time 1 hour. Reactants: N1C(NC(C=C1)=O)=O (pyrimidine-2,4-dione), CC(C)([O-])C.[K+] (potassium tert-butoxide), Cl (hydrochloric acid), FC(S(=O)(=O)OC)(F)F (Methyl trifloromethanesulfonate). Procedure: A solution of pyrimidine-2,4-dione (158 mg, 0.88 mmol) in anhydrous tetrahydrofuran (1 ml) was added dropwise to a suspension of potassium tert-butoxide (99 mg, 0.88 mmol) in tetrahydrofaran (2 ml) with ice-cooling, and the mixture was stirred at room temperature for 1 hour. Methyl trifloromethanesulfonate (100 μl, 0.88 mmol) was added dropwise to the reaction mixture with ice-cooling. This mixture was stirred at the same temperature for 12 hours. The reaction mixture was poured into 1N hydrochl... Yield: 61.5%. Reaction SMILES: [NH:1]1[CH:6]=[CH:5][C:4](=[O:7])[NH:3][C:2]1=[O:8].[CH3:9]C(C)([O-])C.[K+].[F:15][C:16]([F:23])([F:22])S(OC)(=O)=O.Cl>O1CCCC1>[CH3:9][N:1]1[C:6]([C:16]([F:23])([F:22])[F:15])=[CH:5][C:4](=[O:7])[NH:3][C:2]1=[O:8] |f:1.2|. The product is CN1C(NC(C=C1C(F)(F)F)=O)=O (1-Methyl-6-trifluoromethylpyrimidine-2,4-dione). Solvent: O1CCCC1 (tetrahydrofuran). The reactants are C(=O)(O)[O-].[Na+] (NaHCO3), S(O)(O)(=O)=O (sulfuric acid), ice NaCl, OCC(=O)[C@@H](O)[C@H](O)[C@@H](O)CO (L-sorbose). Solvent: CC(=O)C (acetone). Run at temperature 2.5 celsius, time 4 hour. Yields the product CC1(OC[C@H]2[C@@H](O1)[C@H]3[C@@](O2)(OC(O3)(C)C)CO)C (2,3:4,6-Di-O-isopropylidene-L-sorbofuranose). The yield is 132.9%. Reaction SMILES: S(=O)(=O)(O)O.[OH:6][CH2:7][C:8]([C@H:10]([C@@H:12]([C@H:14]([CH2:16][OH:17])[OH:15])[OH:13])[OH:11])=[O:9].C([O-])(O)=O.[Na+]>CC(C)=O>[CH3:7][C:8]1([CH3:10])[O:11][C@H:10]2[C@@H:12]3[O:13][C:14]([CH3:16])([CH3:12])[O:15][C@:14]3([CH2:16][OH:17])[O:9][C@H:8]2[CH2:7][O:6]1 |f:2.3|. Procedure details: 24 mL of sulfuric acid were added dropwise, with vigorous stirring, to 100 mL of acetone cooled to 0-5° C., at a rate such that the reaction temperature remained below 20° C. 5 g of L-sorbose were added to the reaction mixture, and stirring was allowed to continue for 4 h at room temperature. The reaction mixture was allowed to stand at room temperature overnight, and was cooled to -8° C. (ice-NaCl bath). The cooled reaction mixture was neutralized to pH 8 with saturated NaHCO3 at a rate such th... Reactants: C(C)(=O)OC1=C(C=C(C=C1)C(C(=C)C)OC(C)=O)OC ((rac)-acetic acid 1-(4-acetoxy-3-methoxyphenyl)-2methyl-allyl ester). The reagents and catalysts are O=[Pt]=O (PtO2). The solvent is CCO (EtOH). Product: crude product, C(C)(=O)OC1=C(C=C(C=C1)C(C(C)C)OC(C)=O)OC ((rac)-acetic acid 1-(4-acetoxy-3-methoxyphenyl)-2-methyl-propyl ester). Reaction SMILES: [C:1]([O:4][C:5]1[CH:10]=[CH:9][C:8]([CH:11]([O:15][C:16](=[O:18])[CH3:17])[C:12]([CH3:14])=[CH2:13])=[CH:7][C:6]=1[O:19][CH3:20])(=[O:3])[CH3:2]>CCO.O=[Pt]=O>[C:1]([O:4][C:5]1[CH:10]=[CH:9][C:8]([CH:11]([O:15][C:16](=[O:18])[CH3:17])[CH:12]([CH3:14])[CH3:13])=[CH:7][C:6]=1[O:19][CH3:20])(=[O:3])[CH3:2]. Reported procedure: 1.0 g (3.6 mmol) diacetate 13 is dissolved in 17 ml EtOH and hydrogenated over PtO2. The catalyst is removed by filtration over Celite and the solvent is evaporated. Flash chromatography of the crude product gave 0.83 g (82% by weight) of compound 14 in the form of a yellowish oil having the following: 1H NMR (CDCl3) values: 0.81 (d, J=7.0 CH3); 0.98 (d, J=7.0, CH3); 1.98-2.15 (m, 1H, CH); 2.08 (s, CH3); 2.30 (s, CH3); 3.82 (s, OCH3); 5.46 (d, J=7.0, CH); 6.84-7.02 (m, 3 aromatic H). MS: 280 (8,... Reactants: CC(=O)O, Cl, O, CC(C(N)=O)c1ccc2c(=O)c3ccccc3ccc2c1. The product is CC(C(=O)O)c1ccc2c(=O)c3ccccc3ccc2c1. RXN SMILES: [CH3:22][C:23]([OH:24])=[O:25].[ClH:26].[OH2:27].[cH:1]1[c:2]([CH:17]([C:18](=[O:19])[NH2:20])[CH3:21])[cH:3][cH:4][c:5]2[c:6](=[O:16])[c:7]3[c:8]([cH:9][cH:10][c:11]12)[cH:12][cH:13][cH:14][cH:15]3>>[cH:1]1[c:2]([CH:17]([C:18](=[O:19])[OH:24])[CH3:21])[cH:3][cH:4][c:5]2[c:6](=[O:16])[c:7]3[c:8]([cH:9][cH:10][c:11]12)[cH:12][cH:13][cH:14][cH:15]3.